Dataset: the Open Reaction Database (ORD), a public repository of structured organic reaction records. Task: describe an organic reaction: reactants, conditions, products, and yield As a reaction SMILES: [NH2:1][C:2]1[N:7]=[C:6]([NH:8][C@H:9]([C:11]2[N:12]([C:28]3[CH:33]=[CH:32][CH:31]=[CH:30][CH:29]=3)[C:13](=[O:27])[C:14]3[C:19]([CH:20]=2)=[CH:18][CH:17]=[CH:16][C:15]=3[C:21]2[CH:22]=[N:23][N:24]([CH3:26])[CH:25]=2)[CH3:10])[C:5]([C:34]#[N:35])=[CH:4][N:3]=1.C(=N[OH:39])C.C1(P(C2C=CC=CC=2)C2C=CC=CC=2)C=CC=CC=1>C1(C)C=CC=CC=1.C([O-])(=O)C.[Pd+2].C([O-])(=O)C>[NH2:1][C:2]1[N:7]=[C:6]([NH:8][C@H:9]([C:11]2[N:12]([C:28]3[CH:33]=[CH:32][CH:31]=[CH:30][CH:29]=3)[C:13](=[O:27])[C:14]3[C:19]([CH:20]=2)=[CH:18][CH:17]=[CH:16][C:15]=3[C:21]2[CH:22]=[N:23][N:24]([CH3:26])[CH:25]=2)[CH3:10])[C:5]([C:34]([NH2:35])=[O:39])=[CH:4][N:3]=1 |f:4.5.6|. Reactants: C(C)=NO (acetaldoxime), C1(=CC=CC=C1)P(C1=CC=CC=C1)C1=CC=CC=C1 (triphenyl phosphine), NC1=NC=C(C(=N1)N[C@@H](C)C=1N(C(C2=C(C=CC=C2C1)C=1C=NN(C1)C)=O)C1=CC=CC=C1)C#N ((S)-2-amino-4-((1-(8-(1-methyl-1H-pyrazol-4-yl)-1-oxo-2-phenyl-1,2-dihydroiso-quinolin-3-yl)ethyl)amino)pyrimidine-5-carbonitrile), C(C)=NO (acetaldoxime), C1(=CC=CC=C1)P(C1=CC=CC=C1)C1=CC=CC=C1 (triphenyl phosphine). Solvent: C1(=CC=CC=C1)C (toluene). Yields the product desired product, NC1=NC=C(C(=N1)N[C@@H](C)C=1N(C(C2=C(C=CC=C2C1)C=1C=NN(C1)C)=O)C1=CC=CC=C1)C(=O)N ((S)-2-amino-4-((1-(8-(1-methyl-1H-pyrazol-4-yl)-1-oxo-2-phenyl-1,2-dihydroisoquinolin-3-yl)ethyl)amino)pyrimidine-5-carboxamide). Procedure: To a solution of (S)-2-amino-4-((1-(8-(1-methyl-1H-pyrazol-4-yl)-1-oxo-2-phenyl-1,2-dihydroisoquinolin-3-yl)ethyl)amino)pyrimidine-5-carbonitrile (69) (30.4 mg, 0.066 mmol) in anhydrous toluene (1 mL), acetaldoxime (10 μL, 0.13 mmol), palladium acetate (2 mg, 0.0066 mmol) and triphenyl phosphine (4 mg, 0.013 mmol) were added and the resulting mixture was stirred at 80° C. for 2 h. Additional amounts of acetaldoxime (10 μL, 0.13 mmol), palladium acetate (2 mg, 0.0066 mmol) and triphenyl phosphine... The reagents and catalysts are C(C)(=O)[O-].[Pd+2].C(C)(=O)[O-] (palladium acetate), C(C)(=O)[O-].[Pd+2].C(C)(=O)[O-] (palladium acetate). Conditions: temperature 80 celsius, time 2 hour. Starting materials: N1(CCCC1)CCOC1=CC=C(C=C1)C(=O)C=1C2=C(SC1C1=CC=C(C=C1)OCCN1CCCC1)C=CC=C2 (2-[4-[2-(1-pyrrolidinyl)ethoxy]phenyl]benzo[b]thiophen-3-yl 4-[2-(1-pyrrolidinyl)ethoxy]phenyl ketone), C(=O)(C(F)(F)F)O (TFA), [H-].[H-].[H-].[H-].[Li+].[Al+3] (LiAlH4), C(=O)(O)[O-].[Na+] (NaHCO3), C(C)[SiH](CC)CC (triethylsilane). Run in C1CCOC1 (THF), C1CCOC1 (THF). Reaction conditions: temperature 0 celsius, time 2 hour. The product is C(C(=O)O)(=O)O.C(C(=O)O)(=O)O.N1(CCCC1)CCOC1=CC=C(C=C1)C1=C(C2=C(S1)C=CC=C2)CC2=CC=C(OCCN1CCCC1)C=C2 (1-[2-[4-[[2-[4-[2-(1-Pyrrolidinyl)ethoxy]phenyl]benzo[b]thiophen-3-yl]methyl]phenoxy]ethyl]pyrrolidine Dioxalate). RXN SMILES: [H-].[H-].[H-].[H-].[Li+].[Al+3].[N:7]1([CH2:12][CH2:13][O:14][C:15]2[CH:20]=[CH:19][C:18]([C:21]([C:23]3[C:24]4[CH:45]=[CH:44][CH:43]=[CH:42][C:25]=4[S:26][C:27]=3[C:28]3[CH:33]=[CH:32][C:31]([O:34][CH2:35][CH2:36][N:37]4[CH2:41][CH2:40][CH2:39][CH2:38]4)=[CH:30][CH:29]=3)=O)=[CH:17][CH:16]=2)[CH2:11][CH2:10][CH2:9][CH2:8]1.C([SiH](CC)CC)C.[C:53]([OH:59])(C(F)(F)F)=[O:54].[C:60]([O-:63])([OH:62])=O.[Na+]>C1COCC1>[C:53]([OH:59])(=[O:54])[C:60]([OH:63])=[O:62].[C:53]([OH:59])(=[O:54])[C:60]([OH:63])=[O:62].[N:37]1([CH2:36][CH2:35][O:34][C:31]2[CH:30]=[CH:29][C:28]([C:27]3[S:26][C:25]4[CH:42]=[CH:43][CH:44]=[CH:45][C:24]=4[C:23]=3[CH2:21][C:18]3[CH:17]=[CH:16][C:15]([O:14][CH2:13][CH2:12][N:7]4[CH2:8][CH2:9][CH2:10][CH2:11]4)=[CH:20][CH:19]=3)=[CH:33][CH:32]=2)[CH2:38][CH2:39][CH2:40][CH2:41]1 |f:0.1.2.3.4.5,9.10,12.13.14|. Procedure details: A slurry of 45 mg of LiAlH4 in 10 mL of THF was cooled to 0° C. and was treated with a solution of 200 mg (0.37 mmol) of 2-[4-[2-(1-pyrrolidinyl)ethoxy]phenyl]benzo[b]thiophen-3-yl 4-[2-(1-pyrrolidinyl)ethoxy]phenyl ketone (Part D) in 5 mL of THF. The reaction was stirred at 0° C. for 2 h and was quenched by the sequential addition of 1 mL of H2O, 1 mL of 2 N aq NaOH, and 1 mL of H2O. The two layers were separated and the aqueous layer was extracted with EtOAc (3×10 mL). The combined organic lay... Procedure details: To a solution of N-cyclohexyl-isopropyl-amine (2.8 ml: 0.017 mol) in anhydrous THF (120 ml), 11.4 ml (0.016 mol) of a butyllithium solution were added in 30'; the stirred mixture was then cooled (under nitrogen) to -78° C., and 3α,7β-diethoxycarbonyl-12α-hydroxy-5β-cholan-24-oic acid, methyl ester (2.5 g; 0.0045 mol), dissolved in 22 ml of anhydrous THF was added very slowly (45'). Fifteen minutes after the addition, CH3I (10.2 g; 0.072 mol) was added, and the mixture was brought to room tempera... The product is C(C)OC(=O)[C@H]1C[C@H]2C[C@@H]([C@H]3[C@@H]4CC[C@H]([C@@H](CC(C(=O)OC)C)C)[C@]4([C@H](C[C@@H]3[C@]2(CC1)C)O)C)C(=O)OCC (3α,7β-diethoxycarbonyl-12α-hydroxy-23-methyl-5β-cholan-24-oic acid, methyl ester). Run at temperature -78 celsius, time 5 hour. RXN SMILES: [CH:1]1(NC(C)C)CCCCC1.C([Li])CCC.[CH2:16]([O:18][C:19]([C@@H:21]1[CH2:45][CH2:44][C@@:43]2([CH3:46])[C@H:23]([CH2:24][C@H:25]([C:49]([O:51][CH2:52][CH3:53])=[O:50])[C@@H:26]3[C@@H:42]2[CH2:41][C@H:40]([OH:47])[C@@:39]2([CH3:48])[C@H:27]3[CH2:28][CH2:29][C@@H:30]2[C@H:31]([CH3:38])[CH2:32][CH2:33][C:34]([O:36][CH3:37])=[O:35])[CH2:22]1)=[O:20])[CH3:17].CI.Cl>C1COCC1>[CH2:16]([O:18][C:19]([C@@H:21]1[CH2:45][CH2:44][C@@:43]2([CH3:46])[C@H:23]([CH2:24][C@H:25]([C:49]([O:51][CH2:52][CH3:53])=[O:50])[C@@H:26]3[C@@H:42]2[CH2:41][C@H:40]([OH:47])[C@@:39]2([CH3:48])[C@H:27]3[CH2:28][CH2:29][C@@H:30]2[C@H:31]([CH3:38])[CH2:32][CH:33]([CH3:1])[C:34]([O:36][CH3:37])=[O:35])[CH2:22]1)=[O:20])[CH3:17]. Solvent: C1CCOC1 (THF), C1CCOC1 (THF). The reactants are C1(CCCCC1)NC(C)C (N-cyclohexyl-isopropyl-amine), C(CCC)[Li] (butyllithium), CI (CH3I), C(C)OC(=O)[C@H]1C[C@H]2C[C@@H]([C@H]3[C@@H]4CC[C@H]([C@@H](CCC(=O)OC)C)[C@]4([C@H](C[C@@H]3[C@]2(CC1)C)O)C)C(=O)OCC (3α,7β-diethoxycarbonyl-12α-hydroxy-5β-cholan-24-oic acid, methyl ester), aqueous solution, Cl (HCl).